Dataset: the Open Reaction Database (ORD), a public repository of structured organic reaction records. Task: describe an organic reaction: reactants, conditions, products, and yield Reactants: C(C1=CC=CC=C1)OC(=O)NCCOC1=CC=C2C(=CN(C2=C1)C1=CC(=C(C(=O)O)C=C1)O)C#N (4-[6-(2-benzyloxycarbonylaminoethyloxy)-3-cyanoindol-1-yl]-2-hydroxybenzoic acid), C(C)(=O)OCC (ethyl acetate). Reagents/catalysts: [C].[Pd] (palladium-carbon). Solvent: CO (methanol). Run at temperature 40 celsius, time 3 hour. Product: NCCOC1=CC=C2C(=CN(C2=C1)C1=CC(=C(C(=O)O)C=C1)O)C#N (4-[6-(2-Aminoethyloxy)-3-cyanoindol-1-yl]-2-hydroxybenzoic acid). Yield: 93.2%. As a reaction SMILES: C(OC([NH:11][CH2:12][CH2:13][O:14][C:15]1[CH:23]=[C:22]2[C:18]([C:19]([C:34]#[N:35])=[CH:20][N:21]2[C:24]2[CH:32]=[CH:31][C:27]([C:28]([OH:30])=[O:29])=[C:26]([OH:33])[CH:25]=2)=[CH:17][CH:16]=1)=O)C1C=CC=CC=1.C(OCC)(=O)C>[C].[Pd].CO>[NH2:11][CH2:12][CH2:13][O:14][C:15]1[CH:23]=[C:22]2[C:18]([C:19]([C:34]#[N:35])=[CH:20][N:21]2[C:24]2[CH:32]=[CH:31][C:27]([C:28]([OH:30])=[O:29])=[C:26]([OH:33])[CH:25]=2)=[CH:17][CH:16]=1 |f:2.3|. Reported procedure: To a solution of 4-[6-(2-benzyloxycarbonylaminoethyloxy)-3-cyanoindol-1-yl]-2-hydroxybenzoic acid (0.087 g) in a mixed solvent ethyl acetate (2 mL) and methanol (2 mL) was added palladium-carbon powder (0.016 g) under an argon atmosphere at 0° C., and this mixture was stirred at 40° C. under a hydrogen atmosphere for 3 hours. The insoluble material was removed by filtration, and the filtrate was concentrated under reduced pressure. This obtained light yellow solid was washed with diethyl ether, ...